This data is from the Open Reaction Database (ORD), a public repository of structured organic reaction records. The task is: describe an organic reaction: reactants, conditions, products, and yield The reactants are ClC=1C=CC(=C(CO)C1)CC=1C=CC2=C(N(N=N2)C)C1 (5-chloro-2-[(1-methyl-1H-benzotriazole-6-yl)methyl]benzyl alcohol), N1=CC=CC=C1 (pyridine), S(=O)(Cl)Cl (thionyl chloride). Solvent: C(Cl)Cl (methylene chloride). Reaction conditions: time 30 minute. Yields the product ClC1=CC(=C(CC=2C=CC3=C(N(N=N3)C)C2)C=C1)CCl (6-[4-chloro-2-(chloromethyl)benzyl]-1-methyl-1H-benzotriazole). Isolated yield 70.0%. Reaction SMILES: [Cl:1][C:2]1[CH:3]=[CH:4][C:5]([CH2:10][C:11]2[CH:12]=[CH:13][C:14]3[N:18]=[N:17][N:16]([CH3:19])[C:15]=3[CH:20]=2)=[C:6]([CH:9]=1)[CH2:7]O.N1C=CC=CC=1.S(Cl)([Cl:29])=O>C(Cl)Cl>[Cl:1][C:2]1[CH:3]=[CH:4][C:5]([CH2:10][C:11]2[CH:12]=[CH:13][C:14]3[N:18]=[N:17][N:16]([CH3:19])[C:15]=3[CH:20]=2)=[C:6]([CH2:7][Cl:29])[CH:9]=1. Reported procedure: To the solution of 5-chloro-2-[(1-methyl-1H-benzotriazole-6-yl)methyl]benzyl alcohol (0.16 g) from Example 77 and pyridine (0.05 ml) in methylene chloride (2 ml) was added thionyl chloride (0.04 ml) at 0° C., the mixture was stirred for 30 minutes. After removal of the solvent, the resulting residue was purified by chromatography on a silica gel column (methylene chloride:methanol=199:1), to give the title compound (0.12 g; 70%). The reactants are COc1cc(CCl)cc(OC)c1Br, CCOC(C)=O, CCCCCCC, CCOC(C)=O, OC1CCC1, [H-], [Na+], CN(C)C=O, O. Yields the product COc1cc(COC2CCC2)cc(OC)c1Br. RXN SMILES: [Br:13][c:14]1[c:15]([O:24][CH3:25])[cH:16][c:17]([CH2:22][Cl:23])[cH:18][c:19]1[O:20][CH3:21].[C:26]([O:27][CH2:28][CH3:29])(=[O:30])[CH3:31].[CH3:32][CH2:33][CH2:34][CH2:35][CH2:36][CH2:37][CH3:38].[CH3:39][CH2:40][O:41][C:42](=[O:43])[CH3:44].[CH:1]1([OH:5])[CH2:2][CH2:3][CH2:4]1.[H-:11].[Na+:12].[O:6]=[CH:7][N:8]([CH3:9])[CH3:10].[OH2:45]>>[CH:1]1([O:5][CH2:22][c:17]2[cH:16][c:15]([O:24][CH3:25])[c:14]([Br:13])[c:19]([O:20][CH3:21])[cH:18]2)[CH2:2][CH2:3][CH2:4]1. RXN SMILES: [CH3:22][C:23]([CH3:24])([O-:25])[CH3:26].[CH3:30][O:31][C:32]([CH3:33])([CH3:34])[CH3:35].[Cl:1][CH2:2][CH2:3][N:4]([P:5](=[O:6])([N:7]([CH2:8][CH2:9][Cl:10])[CH2:11][CH2:12][Cl:13])[Cl:14])[CH2:15][CH2:16][Cl:17].[ClH:28].[K+:27].[O:36]1[CH2:37][CH2:38][CH2:39][CH2:40]1.[OH2:29].[OH:18][CH2:19][CH2:20][OH:21]>>[Cl:1][CH2:2][CH2:3][N:4]([P:5](=[O:6])([N:7]([CH2:8][CH2:9][Cl:10])[CH2:11][CH2:12][Cl:13])[O:21][CH2:20][CH2:19][OH:18])[CH2:15][CH2:16][Cl:17]. Yields the product O=P(OCCO)(N(CCCl)CCCl)N(CCCl)CCCl. Reactants: CC(C)(C)[O-], COC(C)(C)C, O=P(Cl)(N(CCCl)CCCl)N(CCCl)CCCl, Cl, [K+], C1CCOC1, O, OCCO. The reactants are NCCCN1Cc2ccccc2CC1Cc1ccc(F)cc1, O=C=Nc1ccc([N+](=O)[O-])cc1. Product: O=C(NCCCN1Cc2ccccc2CC1Cc1ccc(F)cc1)Nc1ccc([N+](=O)[O-])cc1. As a reaction SMILES: [F:1][c:2]1[cH:3][cH:4][c:5]([CH2:6][CH:7]2[N:8]([CH2:17][CH2:18][CH2:19][NH2:20])[CH2:9][c:10]3[cH:11][cH:12][cH:13][cH:14][c:15]3[CH2:16]2)[cH:21][cH:22]1.[N+:23](=[O:24])([O-:25])[c:26]1[cH:27][cH:28][c:29]([N:32]=[C:33]=[O:34])[cH:30][cH:31]1>>[F:1][c:2]1[cH:3][cH:4][c:5]([CH2:6][CH:7]2[N:8]([CH2:17][CH2:18][CH2:19][NH:20][C:33]([NH:32][c:29]3[cH:28][cH:27][c:26]([N+:23](=[O:24])[O-:25])[cH:31][cH:30]3)=[O:34])[CH2:9][c:10]3[cH:11][cH:12][cH:13][cH:14][c:15]3[CH2:16]2)[cH:21][cH:22]1. Reactants: Cc1cccc(NCCC#N)c1, CC#N, O=C(Cl)Oc1cccc(NC(=O)C(Cl)(Cl)Cl)c1, O. The product is Cc1cccc(N(CCC#N)C(=O)Oc2cccc(NC(=O)C(Cl)(Cl)Cl)c2)c1. Reaction SMILES: [C:1](#[N:2])[CH2:3][CH2:4][NH:5][c:6]1[cH:7][c:8]([CH3:12])[cH:9][cH:10][cH:11]1.[CH3:31][C:32]#[N:33].[Cl:13][C:14]([C:15](=[O:16])[NH:17][c:18]1[cH:19][c:20]([O:24][C:25](=[O:26])[Cl:27])[cH:21][cH:22][cH:23]1)([Cl:28])[Cl:29].[OH2:30]>>[C:1](#[N:2])[CH2:3][CH2:4][N:5]([c:6]1[cH:7][c:8]([CH3:12])[cH:9][cH:10][cH:11]1)[C:25]([O:24][c:20]1[cH:19][c:18]([NH:17][C:15]([C:14]([Cl:13])([Cl:28])[Cl:29])=[O:16])[cH:23][cH:22][cH:21]1)=[O:26].